The task is: describe an organic reaction: reactants, conditions, products, and yield. This data is from the Open Reaction Database (ORD), a public repository of structured organic reaction records. Starting materials: ClCCl, O=S(=O)(Cl)Cl, c1ccc(Sc2c[nH]c3ccccc23)cc1. Product: Clc1[nH]c2ccccc2c1Sc1ccccc1. RXN SMILES: [Cl:22][CH2:23][Cl:24].[S:1]([Cl:2])(=[O:3])([Cl:4])=[O:5].[c:6]1([S:12][c:13]2[cH:14][nH:15][c:16]3[cH:17][cH:18][cH:19][cH:20][c:21]23)[cH:7][cH:8][cH:9][cH:10][cH:11]1>>[Cl:4][c:14]1[c:13]([S:12][c:6]2[cH:7][cH:8][cH:9][cH:10][cH:11]2)[c:21]2[c:16]([nH:15]1)[cH:17][cH:18][cH:19][cH:20]2. Starting materials: Cc1ccc(S(=O)(=O)n2ccc(C=CC(=O)OC(C)(C)C)c2)cc1, ClCCl, O=C(O)C(F)(F)F. The product is Cc1ccc(S(=O)(=O)n2ccc(C=CC(=O)O)c2)cc1. RXN SMILES: [C:1]([CH3:2])([CH3:3])([CH3:4])[O:5][C:6]([CH:7]=[CH:8][c:9]1[cH:10][n:11]([S:14](=[O:15])(=[O:16])[c:17]2[cH:18][cH:19][c:20]([CH3:23])[cH:21][cH:22]2)[cH:12][cH:13]1)=[O:24].[Cl:32][CH2:33][Cl:34].[OH:25][C:26]([C:27]([F:28])([F:29])[F:30])=[O:31]>>[O:5]=[C:6]([CH:7]=[CH:8][c:9]1[cH:10][n:11]([S:14](=[O:15])(=[O:16])[c:17]2[cH:18][cH:19][c:20]([CH3:23])[cH:21][cH:22]2)[cH:12][cH:13]1)[OH:24]. The product is CCOC(=O)C(C#N)=C1CN=C(c2ccccc2F)c2cc(Cl)ccc2N1. RXN SMILES: [C:1](#[N:2])[CH2:3][C:4](=[O:5])[O:6][CH2:7][CH3:8].[CH2:44]1[O:45][CH2:46][CH2:47][CH2:48]1.[CH3:40][C:41](=[O:42])[OH:43].[Cl:20][c:21]1[cH:22][cH:23][c:24]2[c:25]([cH:39]1)[C:26]([c:32]1[c:33]([F:38])[cH:34][cH:35][cH:36][cH:37]1)=[N:27][CH2:28][C:29](=[O:31])[NH:30]2.[H-:9].[Na+:10].[P:11]([Cl:12])([O:13][CH2:14][CH3:15])([O:16][CH2:17][CH3:18])=[O:19]>>[C:1](#[N:2])[C:3]([C:4](=[O:5])[O:6][CH2:7][CH3:8])=[C:29]1[CH2:28][N:27]=[C:26]([c:32]2[c:33]([F:38])[cH:34][cH:35][cH:36][cH:37]2)[c:25]2[c:24]([cH:23][cH:22][c:21]([Cl:20])[cH:39]2)[NH:30]1. The reactants are CCOC(=O)CC#N, C1CCOC1, CC(=O)O, O=C1CN=C(c2ccccc2F)c2cc(Cl)ccc2N1, [H-], [Na+], CCOP(=O)(Cl)OCC. Reactants: ClC1=CC=C(C=C1)C=1SC(=C(N1)C=1C(/C(/CC1OC)=C/C1CCOCC1)=O)C (2-[2-(4-Chloro-phenyl)-5-methyl-thiazol-4-yl]-3-methoxy-5-[1-(tetrahydro-pyran-4-yl)-meth-(E)-ylidene]-cyclopent-2-enone), Cl (hydrochloric acid). Solvent: C(C)(=O)OCC (ethyl acetate), CC(=O)C (acetone). Conditions: temperature 120 celsius. Product: ClC1=CC=C(C=C1)C=1SC(=C(N1)C1C(C\C(\C1=O)=C/C1CCOCC1)=O)C (2-[2-(4-Chloro-phenyl)-5-methyl-thiazol-4-yl]-4-[1-(tetrahydro-pyran-4-yl)-meth-(E)-ylidene]-cyclopentane-1,3-dione). Yield: 92.9%. RXN SMILES: [Cl:1][C:2]1[CH:7]=[CH:6][C:5]([C:8]2[S:9][C:10]([CH3:28])=[C:11]([C:13]3[C:14](=[O:27])/[C:15](=[CH:20]/[CH:21]4[CH2:26][CH2:25][O:24][CH2:23][CH2:22]4)/[CH2:16][C:17]=3[O:18]C)[N:12]=2)=[CH:4][CH:3]=1.Cl>CC(C)=O.C(OCC)(=O)C>[Cl:1][C:2]1[CH:7]=[CH:6][C:5]([C:8]2[S:9][C:10]([CH3:28])=[C:11]([CH:13]3[C:14](=[O:27])/[C:15](=[CH:20]/[CH:21]4[CH2:26][CH2:25][O:24][CH2:23][CH2:22]4)/[CH2:16][C:17]3=[O:18])[N:12]=2)=[CH:4][CH:3]=1. Procedure details: To a solution of 2-[2-(4-Chloro-phenyl)-5-methyl-thiazol-4-yl]-3-methoxy-5-[1-(tetrahydro-pyran-4-yl)-meth-(E)-ylidene]-cyclopent-2-enone (190 mg, 0.45 mmol) in acetone (2 ml) was added 2N hydrochloric acid (2 ml) and the reaction heated to 120° C. for 30 minutes by microwave irradiation. The crude reaction was diluted with ethyl acetate (25 ml) and washed with saturated aqueous ammonium chloride solution (25 ml), brine (25 ml) and the organic later separated, dried over magnesium sulphate and t... The reactants are CC([C@H](NC(NC1=CC=CC=C1)=O)C(=O)OC(C)(C)C)C(C(=O)OC(C)(C)C)[N+](=O)[O-] (di t-butyl 3-methyl-4-nitrophenylcarbamoyl-L-glutamate). Reagents/catalysts: [Pd] (Pd/C). The solvent is C(C)(=O)OCC (ethyl acetate). Product: CC([C@H](NC(NC1=CC=CC=C1)=O)C(=O)OC(C)(C)C)C(C(=O)OC(C)(C)C)N (di t-butyl 3-methyl-4-aminophenylcarbamoyl-L-glutamate), oil. Isolated yield 83.0%. As a reaction SMILES: [CH3:1][CH:2]([CH:21]([N+:29]([O-])=O)[C:22]([O:24][C:25]([CH3:28])([CH3:27])[CH3:26])=[O:23])[C@@H:3]([C:14]([O:16][C:17]([CH3:20])([CH3:19])[CH3:18])=[O:15])[NH:4][C:5](=[O:13])[NH:6][C:7]1[CH:12]=[CH:11][CH:10]=[CH:9][CH:8]=1>C(OCC)(=O)C.[Pd]>[CH3:1][CH:2]([CH:21]([NH2:29])[C:22]([O:24][C:25]([CH3:28])([CH3:27])[CH3:26])=[O:23])[C@@H:3]([C:14]([O:16][C:17]([CH3:18])([CH3:19])[CH3:20])=[O:15])[NH:4][C:5](=[O:13])[NH:6][C:7]1[CH:12]=[CH:11][CH:10]=[CH:9][CH:8]=1. Procedure: A solution of di t-butyl 3-methyl-4-nitrophenylcarbamoyl-L-glutamate (4.7 g) in ethyl acetate (125 ml) was hydrogenated over 30% Pd/C (0.5 g). The mixture obtained was then filtered through CELITE (a purified and calcined diatomaceous earth-particle size 20-45 um obtainable inter alia from Fluka Chemicals Ltd) and evaporated to a dark solid. This solid was chromatographed on silica eluted using ethyl acetate:hexane (1:1) to give di t-butyl 3-methyl-4-aminophenylcarbamoyl-L-glutamate as in oil yi... The reactants are CCOC(=O)C(C)(C)Oc1ccc(Cl)cc1, C1CCOC1, Cl, [Li+], [OH-]. Product: CC(C)(Oc1ccc(Cl)cc1)C(=O)O. RXN SMILES: [CH2:1]([CH3:2])[O:3][C:4]([C:5]([CH3:6])([CH3:7])[O:8][c:9]1[cH:10][cH:11][c:12]([Cl:15])[cH:13][cH:14]1)=[O:16].[CH2:20]1[O:21][CH2:22][CH2:23][CH2:24]1.[ClH:19].[Li+:18].[OH-:17]>>[O:3]=[C:4]([C:5]([CH3:6])([CH3:7])[O:8][c:9]1[cH:10][cH:11][c:12]([Cl:15])[cH:13][cH:14]1)[OH:16]. Reactants: O=C([O-])[O-], Cn1nc([N+](=O)[O-])nc1S, CCCn1cncc1CCl, Cl, [K+], [K+], CN(C)C=O, O. The product is CCCn1cncc1CSc1nc([N+](=O)[O-])nn1C. As a reaction SMILES: [C:16](=[O:17])([O-:18])[O-:19].[CH3:1][n:2]1[n:3][c:4]([N+:8](=[O:9])[O-:10])[n:5][c:6]1[SH:7].[Cl:23][CH2:24][c:25]1[cH:26][n:27][cH:28][n:29]1[CH2:30][CH2:31][CH3:32].[ClH:22].[K+:20].[K+:21].[O:11]=[CH:12][N:13]([CH3:14])[CH3:15].[OH2:33]>>[CH3:1][n:2]1[n:3][c:4]([N+:8](=[O:9])[O-:10])[n:5][c:6]1[S:7][CH2:24][c:25]1[cH:26][n:27][cH:28][n:29]1[CH2:30][CH2:31][CH3:32]. The reactants are CC(C)O, Fc1cccc(Cl)c1CN1CCNCC1, Nc1ncc(Cl)c(Cl)c1[N+](=O)[O-]. The product is Nc1ncc(Cl)c(N2CCN(Cc3c(F)cccc3Cl)CC2)c1[N+](=O)[O-]. As a reaction SMILES: [CH:28]([OH:29])([CH3:30])[CH3:31].[Cl:1][c:2]1[c:3]([CH2:4][N:5]2[CH2:6][CH2:7][NH:8][CH2:9][CH2:10]2)[c:11]([F:15])[cH:12][cH:13][cH:14]1.[NH2:16][c:17]1[n:18][cH:19][c:20]([Cl:27])[c:21]([Cl:26])[c:22]1[N+:23](=[O:24])[O-:25]>>[Cl:1][c:2]1[c:3]([CH2:4][N:5]2[CH2:6][CH2:7][N:8]([c:21]3[c:20]([Cl:27])[cH:19][n:18][c:17]([NH2:16])[c:22]3[N+:23](=[O:24])[O-:25])[CH2:9][CH2:10]2)[c:11]([F:15])[cH:12][cH:13][cH:14]1. The reactants are CO, ClCC1CO1, O=[N+]([O-])c1ccc(O)cc1, [Na+], [OH-]. The product is O=[N+]([O-])c1ccc(OCC2CO2)cc1. Reaction SMILES: [CH3:16][OH:17].[Cl:11][CH2:12][CH:13]1[CH2:14][O:15]1.[N+:1](=[O:2])([O-:3])[c:4]1[cH:5][cH:6][c:7]([OH:10])[cH:8][cH:9]1.[Na+:19].[OH-:18]>>[N+:1](=[O:2])([O-:3])[c:4]1[cH:5][cH:6][c:7]([O:10][CH2:12][CH:13]2[CH2:14][O:15]2)[cH:8][cH:9]1. Reactants: C=CC=C (1,3-butadiene), stainless steel, C1(=CC=CC=C1)P(C1=CC=CC=C1)C1=CC=CC=C1 (triphenyl phosphine), O (water), C(=O)=O (carbon dioxide), C(C=CCCCC=C)O (2,7-octadien-1-ol). Reagents/catalysts: [Pd].C(C)(=O)CC(C)=O.C(C)(=O)CC(C)=O (bis(acetylacetone) palladium). Run in CN(C=O)C (dimethylformamide). Yields the product C=CC(CCCC=C)O (1,7-octadien-3-ol). Yield: 12.4%. Reaction SMILES: C=CC=C.O.C(=O)=[O:7].C1(P(C2C=CC=CC=2)C2C=CC=CC=2)C=CC=CC=1.[CH2:28](O)[CH:29]=[CH:30][CH2:31][CH2:32][CH2:33][CH:34]=[CH2:35]>[Pd].C(CC(=O)C)(=O)C.C(CC(=O)C)(=O)C.CN(C)C=O>[CH2:28]=[CH:29][CH:30]([OH:7])[CH2:31][CH2:32][CH2:33][CH:34]=[CH2:35] |f:5.6.7|. Procedure details: A mixture composed of 0.5 mol of 1,3-butadiene, 1 mol of water, 0.6 mol of carbon dioxide, 0.5 milli-mol of bis(acetylacetone) palladium, 2.0 milli-mol of triphenyl phosphine, and 63 ml of dimethylformamide was placed in an electromagnetic induction rotary type autoclave made of stainless steel having an internal volume of 0.3l, and subjected to reaction for three hours at a temperature of 90° C. Analysis of the resulted liquid reaction product through gas chromatography revealed that 0.153 mol ...